From a dataset of the Open Reaction Database (ORD), a public repository of structured organic reaction records. describe an organic reaction: reactants, conditions, products, and yield Reactants: C1(CC1)C1N=C(C=2C(N1)=CSC2)O (2-Cyclopropyl-4-hydroxydihydrothieno[3,4-d]pyrimidine), P(=O)(Cl)(Cl)Cl (phosphorus oxychloride). The product is ClC=1C=2C(NC(N1)C1CC1)=CSC2 (4-Chloro-2-cyclopropyldihydrothieno[3,4-d]pyrimidine). Reaction SMILES: [CH:1]1([CH:4]2[NH:9][C:8]3=[CH:10][S:11][CH:12]=[C:7]3[C:6](O)=[N:5]2)[CH2:3][CH2:2]1.P(Cl)(Cl)([Cl:16])=O>>[Cl:16][C:6]1[C:7]2[C:8](=[CH:10][S:11][CH:12]=2)[NH:9][CH:4]([CH:1]2[CH2:3][CH2:2]2)[N:5]=1. Procedure: 2-Cyclopropyl-4-hydroxydihydrothieno[3,4-d]pyrimidine (2.4 g, 0.0123M) was refluxed in phosphorus oxychloride (40 ml) for 11/2 hours. The mixture was cooled, concentrated under vacuum, the residue dissolved in chloroform, poured over ice, and basified with ammonia. The layers were separated and the organic solution dried (MgSO4) and concentrated. The residue, chromatographed on silica eluting with ethyl acetate/hexane, (1/6) gave 2.2 g of product, m.p. 86.5°-88.5° C. the structure of which was c... Reactants: C(C)(C)(C)C1=C(C=C(C=C1)C=O)NC(CC(CCCCC)C1=C(C(=CC=C1)OC)OC)=O (N-(2-t-butyl-5-formylphenyl)-3-(2,3-dimethoxyphenyl)octanamide), C(C)OP(=O)(OCC)CC(=O)OCC (ethyl diethylphosphonoacetate), [H-].[Na+] (sodium hydride). The solvent is CN(C=O)C (dimethylformamide), CN(C=O)C (dimethylformamide), C(C)(=O)OCC (ethyl acetate). Reaction conditions: time 30 minute. Yields the product C(C)(C)(C)C1=C(C=C(C=C1)CCC(=O)OCC)NC(CC(CCCCC)C1=C(C(=CC=C1)OC)OC)=O (N-(2-t-Butyl-5-(2-ethoxycarbonylethyl)phenyl]-3-(2,3-dimethoxyphenyl)octanamide). Isolated yield 98.0%. RXN SMILES: C(OP([CH2:9][C:10]([O:12][CH2:13][CH3:14])=[O:11])(OCC)=O)C.[H-].[Na+].[C:17]([C:21]1[CH:26]=[CH:25][C:24]([CH:27]=O)=[CH:23][C:22]=1[NH:29][C:30](=[O:48])[CH2:31][CH:32]([C:38]1[CH:43]=[CH:42][CH:41]=[C:40]([O:44][CH3:45])[C:39]=1[O:46][CH3:47])[CH2:33][CH2:34][CH2:35][CH2:36][CH3:37])([CH3:20])([CH3:19])[CH3:18]>CN(C)C=O.C(OCC)(=O)C>[C:17]([C:21]1[CH:26]=[CH:25][C:24]([CH2:27][CH2:9][C:10]([O:12][CH2:13][CH3:14])=[O:11])=[CH:23][C:22]=1[NH:29][C:30](=[O:48])[CH2:31][CH:32]([C:38]1[CH:43]=[CH:42][CH:41]=[C:40]([O:44][CH3:45])[C:39]=1[O:46][CH3:47])[CH2:33][CH2:34][CH2:35][CH2:36][CH3:37])([CH3:18])([CH3:19])[CH3:20] |f:1.2|. Procedure: 1.23 ml (6.22 mmol) of ethyl diethylphosphonoacetate were added dropwise, whilst ice-cooling, over a period of 3 minutes to a suspension of 271 mg (6.22 mmol) of sodium hydride (as a 55% w/w dispersion in mineral oil) in 7 ml of dimethylformamide, and the resulting mixture was then stirred at room temperature for 30 minutes. A solution of 1.37 g (3.11 mmol) of N-(2-t-butyl-5-formylphenyl)-3-(2,3-dimethoxyphenyl)octanamide (prepared as described in Preparation 24), in 6 ml of dimethylformamide wa... Conditions: time 1 hour. Run in C(C)O (Ethanol), C1CCOC1 (THF). The product is N[C@@H](C)C1=CCC(=CC1)OC (1-[(1S)-1-aminoethyl]-4-methoxy-1,4-cyclohexadiene). Procedure details: To a mechanically stirred solution of the above amine (30) (24 g) in dry THF (200 mL) and t-butanol (12 g) was condensed via a cold finger ammonia (800 mL). Lithium wire (3.1 g) was next added piece-wise over 15 min and the now dark blue reaction stirred for 1 h. Ethanol was then dripped into the reaction very slowly over 1 h until the reaction turned blue. The reaction was then allowed to warm to room temperature, with external warming, to allow the ammonia to evaporate. The remaining mixture w... Reactants: N (ammonia), COC1=CC=C(C=C1)[C@H](C)N ((1S)-1-(4-methoxy-phenyl)-ethylamine), [Li] (Lithium), C(C)(C)(C)O (t-butanol), N (ammonia). RXN SMILES: [CH3:1][O:2][C:3]1[CH:8]=[CH:7][C:6]([C@@H:9]([NH2:11])[CH3:10])=[CH:5][CH:4]=1.C(O)(C)(C)C.N.[Li]>C1COCC1.C(O)C>[NH2:11][C@H:9]([C:6]1[CH2:7][CH:8]=[C:3]([O:2][CH3:1])[CH2:4][CH:5]=1)[CH3:10] |^1:17|. The product is CCOC(=O)C1=C(C)CC=CC1(C)C. Starting materials: CC[O-], CC(=O)O, CCOC(=O)C1C(C)=CC=CC1(C)C, CCO. Reaction SMILES: [CH3:15][CH2:16][O-:17].[CH3:18][C:19](=[O:20])[OH:21].[CH3:1][C:2]1=[CH:7][CH:6]=[CH:5][C:4]([CH3:8])([CH3:9])[CH:3]1[C:10](=[O:11])[O:12][CH2:13][CH3:14].[CH3:22][CH2:23][OH:24]>>[CH3:1][C:2]1=[C:3]([C:10](=[O:11])[O:12][CH2:13][CH3:14])[C:4]([CH3:8])([CH3:9])[CH:5]=[CH:6][CH2:7]1. The reactants are BrC=1N=C(OC1C=O)[Si](C(C)C)(C(C)C)C(C)C (4-bromo-2-triisopropylsilanyloxazole-5-carboaldehyde), CO (methanol), [C-]#N.[Na+] (sodium cyanide). The reagents and catalysts are [O-2].[O-2].[Mn+4] (manganese dioxide). Conditions: time 8 hour. Yields the product COC(=O)C1=C(N=CO1)Br (4-Bromooxazole-5-carboxylic Acid Methyl Ester). Reaction SMILES: [Br:1][C:2]1[N:3]=[C:4]([Si](C(C)C)(C(C)C)C(C)C)[O:5][C:6]=1[CH:7]=[O:8].[C-]#N.[Na+].[CH3:22][OH:23]>[O-2].[O-2].[Mn+4]>[CH3:22][O:23][C:7]([C:6]1[O:5][CH:4]=[N:3][C:2]=1[Br:1])=[O:8] |f:1.2,4.5.6|. Procedure details: To a mixture of 4-bromo-2-triisopropylsilanyloxazole-5-carboaldehyde (1.94 g) and methanol (40 mL) there were added sodium cyanide (1.43 g) and manganese dioxide (10.2 g) in that order, and the mixture was stirred overnight at room temperature. The mixture was filtered through Celite, the Celite was washed with ethyl acetate (200 mL), and the washed solution was combined with the filtrate. After sufficiently shaking the mixture, the organic layer was separated off and washed with a 1N aqueous so... Reactants: [OH-].[Na+] (sodium hydroxide), C(#N)C(C(=O)N)C1OC(C(=C1Cl)Cl)=O (2-Cyano-2-(3,4-dichloro-5-oxo-2,5-dihydrofuran-2-yl)acetamide), Cl.COC=1C=CC(=C(C1)CN)S(=O)(=O)C (1-[5-methoxy-2-(methylsulfonyl)phenyl]methanamine hydrochloride), C([O-])([O-])=O.[K+].[K+] (potassium carbonate). Run in C(C)O (ethanol). Product: Cl.ClC=1C=C(C(N(C1)CC1=C(C=CC(=C1)OC)S(=O)(=O)C)=N)C(=O)N (5-chloro-2-imino-1-[5-methoxy-2-(methylsulfonyl)benzyl]-1,2-dihydropyridine-3-carboxamide hydrochloride). Yield: 84.4%. Reaction SMILES: [C:1]([CH:3]([CH:7]1[C:11]([Cl:12])=[C:10](Cl)C(=O)O1)[C:4]([NH2:6])=[O:5])#[N:2].Cl.[CH3:16][O:17][C:18]1[CH:19]=[CH:20][C:21]([S:26]([CH3:29])(=[O:28])=[O:27])=[C:22]([CH2:24][NH2:25])[CH:23]=1.C(=O)([O-])[O-].[K+].[K+].[OH-].[Na+]>C(O)C>[ClH:12].[Cl:12][C:11]1[CH:7]=[C:3]([C:4]([NH2:6])=[O:5])[C:1](=[NH:2])[N:25]([CH2:24][C:22]2[CH:23]=[C:18]([O:17][CH3:16])[CH:19]=[CH:20][C:21]=2[S:26]([CH3:29])(=[O:28])=[O:27])[CH:10]=1 |f:1.2,3.4.5,6.7,9.10|. Procedure details: (Step 4) 2-Cyano-2-(3,4-dichloro-5-oxo-2,5-dihydrofuran-2-yl)acetamide (2.33 g), 1-[5-methoxy-2-(methylsulfonyl)phenyl]methanamine hydrochloride obtained in Step 3 (3.0 g) and potassium carbonate (4.12 g) were stirred in ethanol (30 ml) at 85° C. for 16 hr. The reaction mixture was treated with 1N sodium hydroxide solution, and extracted with ethyl acetate. The organic layer was washed with saturated brine, and dried over magnesium sulfate. The solvent was evaporated under reduced pressure. The ... The reactants are c1cccc(c1CN)N(C)S(=O)(=O)C, c1(nc(c2c(c1)n(nc2)[C@@H]1OCCCC1)Cl)Cl. The reagents and catalysts are c1ccc(cc1)-c2c3ccccc3cc4ccccc24 (9-Phenylanthracene), [F-].[Cs+] (CsF). Run in CN(C)C=O  (DMF). Reaction conditions: temperature 110 celsius, time 18 hour. Yields the product CN(c1ccccc1CNc2nc(Cl)cc3c2cnn3C4CCCCO4)S(=O)(=O)C. As a reaction SMILES: [CH3:1][N:2]([S:11]([CH3:14])(=[O:13])=[O:12])[c:3]1[c:8]([CH2:9][NH2:10])[cH:7][cH:6][cH:5][cH:4]1.[Cl:15][c:16]1[n:30][c:29](Cl)[c:19]2[c:18]([n:22]([CH:23]3[O:28][CH2:27][CH2:26][CH2:25][CH2:24]3)[n:21][cH:20]2)[cH:17]1>>[CH3:1][N:2]([S:11]([CH3:14])(=[O:13])=[O:12])[c:3]1[c:8]([CH2:9][NH:10][c:29]2[c:19]3[c:18]([n:22]([CH:23]4[O:28][CH2:27][CH2:26][CH2:25][CH2:24]4)[n:21][cH:20]3)[cH:17][c:16]([Cl:15])[n:30]2)[cH:7][cH:6][cH:5][cH:4]1. Reactants: C(C)(=O)OCC (ethyl acetate), CN(C=O)C (dimethylformamide), BrC1=C(N)C(=CC(=C1)[N+](=O)[O-])Br (2,6-dibromo-4-nitro-aniline). The reagents and catalysts are [Pt] (platinum-on-charcoal). Solvent: C(C)O (ethanol). The product is NC1=C(C=C(C=C1Br)N)Br (1,4-Diamino-2,6-dibromo-benzene). As a reaction SMILES: [Br:1][C:2]1[CH:8]=[C:7]([N+:9]([O-])=O)[CH:6]=[C:5]([Br:12])[C:3]=1[NH2:4].C(OCC)(=O)C.CN(C)C=O>C(O)C.[Pt]>[NH2:4][C:3]1[C:2]([Br:1])=[CH:8][C:7]([NH2:9])=[CH:6][C:5]=1[Br:12]. Reported procedure: 3.0 g of 2,6-dibromo-4-nitro-aniline are dissolved in 150 ml of ethanol, 150 ml of ethyl acetate and 30 ml of dimethylformamide and, after addition of 0.5 g of platinum-on-charcoal (5%), are hydrogenated in a Parr apparatus at room temperature under a hydrogen pressure of 1.5 bar for 1 hour. After cooling, the mixture is filtered, the solvent is distilled off in a rotary evaporator and the residue is purified by column chromatography.